From a dataset of the Open Reaction Database (ORD), a public repository of structured organic reaction records. describe an organic reaction: reactants, conditions, products, and yield The reactants are O=C([O-])[O-], CS(C)=O, Cl, FC1(F)CCNC1, N#Cc1ccc(F)c2ccsc12, [K+], [K+], O. Yields the product N#Cc1ccc(N2CCC(F)(F)C2)c2ccsc12. Reaction SMILES: [C:21](=[O:22])([O-:23])[O-:24].[CH3:27][S:28]([CH3:29])=[O:30].[ClH:13].[F:14][C:15]1([F:20])[CH2:16][NH:17][CH2:18][CH2:19]1.[F:1][c:2]1[cH:3][cH:4][c:5]([C:11]#[N:12])[c:6]2[c:7]1[cH:8][cH:9][s:10]2.[K+:25].[K+:26].[OH2:31]>>[c:2]1([N:17]2[CH2:16][C:15]([F:14])([F:20])[CH2:19][CH2:18]2)[cH:3][cH:4][c:5]([C:11]#[N:12])[c:6]2[c:7]1[cH:8][cH:9][s:10]2. RXN SMILES: Cl.[CH:2]([C:5]1[CH:6]=[C:7]([C@@H:11]([NH2:13])[CH3:12])[CH:8]=[CH:9][CH:10]=1)([CH3:4])[CH3:3].[Cl:14][C:15]1[CH:35]=[C:34]([O:36][C@H:37]([CH3:42])[C:38]([O:40][CH3:41])=[O:39])[CH:33]=[CH:32][C:16]=1[CH2:17][N:18]1[C:26]2[C:21](=[CH:22][C:23]([C:27](O)=[O:28])=[CH:24][CH:25]=2)[C:20]([CH3:30])=[C:19]1[CH3:31]>>[Cl:14][C:15]1[CH:35]=[C:34]([CH:33]=[CH:32][C:16]=1[CH2:17][N:18]1[C:26]2[C:21](=[CH:22][C:23]([C:27](=[O:28])[NH:13][C@H:11]([C:7]3[CH:8]=[CH:9][CH:10]=[C:5]([CH:2]([CH3:4])[CH3:3])[CH:6]=3)[CH3:12])=[CH:24][CH:25]=2)[C:20]([CH3:30])=[C:19]1[CH3:31])[O:36][C@H:37]([CH3:42])[C:38]([O:40][CH3:41])=[O:39] |f:0.1|. Reported procedure: The title compound was prepared following the same protocol as described in Step 5, Example 36, using the (S)-1-(3-isopropylphenyl)ethanamine hydrochloride instead of the (S)-1-(3-cyclopropylphenyl)ethanamine hydrochloride and the (R)-1-(2-chloro-4-((1-methoxy-1-oxopropan-2-yl)oxy)benzyl)-2,3-dimethyl-1H-indole-5-carboxylic acid instead of the 1-(4-(2-methoxy-2-oxoethoxy)benzyl)-2,3-dimethyl-1H-indole-5-carboxylic acid. The product is ClC=1C=C(O[C@@H](C(=O)OC)C)C=CC1CN1C(=C(C2=CC(=CC=C12)C(N[C@@H](C)C1=CC(=CC=C1)C(C)C)=O)C)C ((R)-Methyl 2-(3-chloro-4-((5-(((S)-1-(3-isopropylphenyl)ethyl)carbamoyl)-2,3-dimethyl-1H-indol-1-yl)methyl)phenoxy)propanoate). Starting materials: Cl.C(C)(C)C=1C=C(C=CC1)[C@H](C)N ((S)-1-(3-isopropylphenyl)ethanamine hydrochloride), ClC1=C(CN2C(=C(C3=CC(=CC=C23)C(=O)O)C)C)C=CC(=C1)O[C@@H](C(=O)OC)C ((R)-1-(2-chloro-4-((1-methoxy-1-oxopropan-2-yl)oxy)benzyl)-2,3-dimethyl-1H-indole-5-carboxylic acid).